Dataset: the Open Reaction Database (ORD), a public repository of structured organic reaction records. Task: describe an organic reaction: reactants, conditions, products, and yield The reactants are N(=O)[O-].[Na+] (sodium nitrite), CC(C(=O)OCC)C(C)=O (ethyl 2-methyl-3-oxobutyrate), CC1=C(N)C=CC(=C1)C (2,4-dimethylaniline), [OH-].[K+] (potassium hydroxide). The solvent is O (water), O (water), Cl (HCl), C(C)O (ethanol), Cl (HCl), O (water). Conditions: temperature 0 celsius, time 15 minute. The product is CC1=C(C=CC(=C1)C)NN=C(C(=O)OCC)C (Ethyl 2-[(2,4-dimethylpheny)hydrazono]propionate). Isolated yield 77.1%. Reaction SMILES: [CH3:1][C:2]1[CH:8]=[C:7]([CH3:9])[CH:6]=[CH:5][C:3]=1[NH2:4].[N:10]([O-])=O.[Na+].[CH3:14][CH:15](C(=O)C)[C:16]([O:18][CH2:19][CH3:20])=[O:17].[OH-].[K+]>Cl.O.C(O)C>[CH3:1][C:2]1[CH:8]=[C:7]([CH3:9])[CH:6]=[CH:5][C:3]=1[NH:4][N:10]=[C:15]([CH3:14])[C:16]([O:18][CH2:19][CH3:20])=[O:17] |f:1.2,4.5|. Procedure: 17.11 g of 2,4-dimethylaniline are dissolved in 36 ml of concentrated HCl diluted with 280 ml of water. A solution of 10.13 g of sodium nitrite in 30 ml of water is added, at 0° C. This mixture is stirred for 15 minutes at 0° C. and the solution obtained is then poured, at 0° C., onto a solution of 20.5 g of ethyl 2-methyl-3-oxobutyrate in 150 ml of ethanol. At the same time, 31.7 g of potassium hydroxide dissolved in 32 ml of water are added and the mixture is then stirred for 15 minutes at 0° ...